From a dataset of the Open Reaction Database (ORD), a public repository of structured organic reaction records. describe an organic reaction: reactants, conditions, products, and yield Starting materials: CNC, CS(C)=O, O, Cc1ccc(S(=O)(=O)OC2CCN3c4ccccc4Cc4ccccc4C3C2)cc1. Yields the product CN(C)C1CCN2c3ccccc3Cc3ccccc3C2C1. As a reaction SMILES: [CH3:31][NH:32][CH3:33].[CH3:35][S:36]([CH3:37])=[O:38].[OH2:34].[S:1]([O:2][CH:12]1[CH2:13][CH:14]2[N:15]([c:16]3[c:17]([cH:25][cH:26][cH:27][cH:28]3)[CH2:18][c:19]3[c:20]2[cH:21][cH:22][cH:23][cH:24]3)[CH2:29][CH2:30]1)([c:3]1[cH:4][cH:5][c:6]([CH3:7])[cH:8][cH:9]1)(=[O:10])=[O:11]>>[CH:12]1([N:32]([CH3:31])[CH3:33])[CH2:13][CH:14]2[N:15]([c:16]3[c:17]([cH:25][cH:26][cH:27][cH:28]3)[CH2:18][c:19]3[c:20]2[cH:21][cH:22][cH:23][cH:24]3)[CH2:29][CH2:30]1. The reactants are CN1C2=NC(=NC(=C2N=C1C=O)N1CCOCC1)N1C(=NC2=C1C=CC=C2)C (9-methyl-2-(2-methyl-1H-benzo[d]imidazol-1-yl)-6-morpholino-9H-purine-8-carbaldehyde), CC(CN)(C)C (2,2-dimethylpropan-1-amine). The product is CC(CNCC=1N(C2=NC(=NC(=C2N1)N1CCOCC1)N1C(=NC2=C1C=CC=C2)C)C)(C)C (2,2-dimethyl-N-((9-methyl-2-(2-methyl-1H-benzo[d]imidazol-1-yl)-6-morpholino-9H-purin-8-yl)methyl)propan-1-amine). Reaction SMILES: [CH3:1][N:2]1[C:10]([CH:11]=O)=[N:9][C:8]2[C:3]1=[N:4][C:5]([N:19]1[C:23]3[CH:24]=[CH:25][CH:26]=[CH:27][C:22]=3[N:21]=[C:20]1[CH3:28])=[N:6][C:7]=2[N:13]1[CH2:18][CH2:17][O:16][CH2:15][CH2:14]1.[CH3:29][C:30]([CH3:34])([CH3:33])[CH2:31][NH2:32]>>[CH3:29][C:30]([CH3:34])([CH3:33])[CH2:31][NH:32][CH2:11][C:10]1[N:2]([CH3:1])[C:3]2[C:8]([N:9]=1)=[C:7]([N:13]1[CH2:18][CH2:17][O:16][CH2:15][CH2:14]1)[N:6]=[C:5]([N:19]1[C:23]3[CH:24]=[CH:25][CH:26]=[CH:27][C:22]=3[N:21]=[C:20]1[CH3:28])[N:4]=2. Procedure: Following General Procedure L for reductive amination, 9-methyl-2-(2-methyl-1H-benzo[d]imidazol-1-yl)-6-morpholino-9H-purine-8-carbaldehyde and 2,2-dimethylpropan-1-amine were reacted to give 258. [M+H]+ 449.6. Starting materials: O (water), O (water), C(#N)C1(C(C1C1=CC=CC=C1)(C)C)C(=O)O (1-cyano-2,2-dimethyl-3-phenyl-cyclopropanecarboxylic acid), [Li+].[Cl-] (LiCl), C(=O)(O)[O-].[Na+] (NaHCO3). Solvent: [Cl-].[Na+].O (brine), CS(=O)C (DMSO). Product: CC1(C(C1C1=CC=CC=C1)C#N)C (2,2-dimethyl-3-phenyl-cyclopropanecarbonitrile). Isolated yield 72.2%. RXN SMILES: [C:1]([C:3]1(C(O)=O)[CH:5]([C:6]2[CH:11]=[CH:10][CH:9]=[CH:8][CH:7]=2)[C:4]1([CH3:13])[CH3:12])#[N:2].[Li+].[Cl-].C([O-])(O)=O.[Na+].O>CS(C)=O.[Cl-].[Na+].O>[CH3:12][C:4]1([CH3:13])[CH:5]([C:6]2[CH:11]=[CH:10][CH:9]=[CH:8][CH:7]=2)[CH:3]1[C:1]#[N:2] |f:1.2,3.4,7.8.9|. Procedure: To a solution of 1-cyano-2,2-dimethyl-3-phenyl-cyclopropanecarboxylic acid (13.6 g, 63 mmol) in DMSO (125 mL) was added LiCl (10.72 g, 252 mmol) followed by NaHCO3 (7.96 g, 94.5 mmol) and water (4.55 g, 252 mmol). Gas evolution was observed, and within 30 minutes enough solids were dissolved to allow the milky mixture to stir. The reaction mixture was stirred at 170° C. for 18 hours, then cooled and poured into a mixture of water and brine (7/1, 800 mL) and extracted with ethyl ether. The combin... Starting materials: P(=O)(Br)(Br)Br (POBr3), [N+](=O)([O-])C1=CC=[N+](C2=CC=CC=C12)[O-] (4-Nitroquinoline 1-oxide), [OH-].[Na+] (NaOH). Run in C(Cl)Cl (DCM), C(Cl)(Cl)Cl (chloroform). Run at temperature 0 celsius, time 2 hour. The product is BrC1=NC2=CC=CC=C2C(=C1)[N+](=O)[O-] (2-bromo-4-nitroquinoline). Isolated yield 50.0%. Reaction SMILES: [N+:1]([C:4]1[C:13]2[C:8](=[CH:9][CH:10]=[CH:11][CH:12]=2)[N+:7]([O-])=[CH:6][CH:5]=1)([O-:3])=[O:2].P(Br)(Br)([Br:17])=O.[OH-].[Na+]>C(Cl)(Cl)Cl.C(Cl)Cl>[Br:17][C:6]1[CH:5]=[C:4]([N+:1]([O-:3])=[O:2])[C:13]2[C:8](=[CH:9][CH:10]=[CH:11][CH:12]=2)[N:7]=1 |f:2.3|. Reported procedure: 4-Nitroquinoline 1-oxide (940 mg, 4.9 mmol) in chloroform (12 mL) was cooled to 0° C. To this solution, POBr3 (1.77 g, 6.2 mmol) was added in small portions. The mixture was stirred at 0° C. for 2 h and diluted with DCM (50 mL), and poured on ice (50 g). To this suspension, 1 M NaOH was added to adjust pH to about 9. Layers were separated and the organic layer was washed with water (2×50 mL) and dried over MgSO4 and concentrated. The crude product was purified by silica chromatography to afford ... The reactants are C[Si](C)(C)CCOCCl, CN(C)C=O, CCOC(C)=O, [H-], [Na+], O, CC(=O)NCc1ncc[nH]1. The product is CC(=O)NCc1nccn1COCC[Si](C)(C)C. RXN SMILES: [CH3:13][Si:14]([CH2:15][CH2:16][O:17][CH2:18][Cl:19])([CH3:20])[CH3:21].[CH3:23][N:24]([CH3:25])[CH:26]=[O:27].[CH3:28][CH2:29][O:30][C:31](=[O:32])[CH3:33].[H-:1].[Na+:2].[OH2:22].[nH:3]1[c:4]([CH2:8][NH:9][C:10]([CH3:11])=[O:12])[n:5][cH:6][cH:7]1>>[n:3]1([CH2:18][O:17][CH2:16][CH2:15][Si:14]([CH3:13])([CH3:20])[CH3:21])[c:4]([CH2:8][NH:9][C:10]([CH3:11])=[O:12])[n:5][cH:6][cH:7]1. Reactants: Cl (hydrochloric acid), C(C)(=O)C1=C(C(=C(CSC2=NC=CC(=N2)OCC(=O)OCC)C=C1)CCC)O (ethyl [[2-[(4-acetyl-3-hydroxy-2-propylbenzyl)thio]-pyrimidin-4-yl]oxy]acetate), [OH-].[Na+] (sodium hydroxide), [OH-].[Na+] (sodium hydroxide), C(C)(=O)OCC (ethyl acetate). Run in CO (methanol). Conditions: temperature 60 celsius, time 15 minute. Product: C(C)(=O)C1=C(C(=C(CSC2=NC=CC(=N2)OCC(=O)O)C=C1)CCC)O ([[2-[(4-acetyl-3-hydroxy-2-propylbenzyl)thio]-pyrimidin-4-yl]oxy]acetic acid). The yield is 35.8%. RXN SMILES: [C:1]([C:4]1[CH:24]=[CH:23][C:7]([CH2:8][S:9][C:10]2[N:15]=[C:14]([O:16][CH2:17][C:18]([O:20]CC)=[O:19])[CH:13]=[CH:12][N:11]=2)=[C:6]([CH2:25][CH2:26][CH3:27])[C:5]=1[OH:28])(=[O:3])[CH3:2].[OH-].[Na+].C(OCC)(=O)C.Cl>CO>[C:1]([C:4]1[CH:24]=[CH:23][C:7]([CH2:8][S:9][C:10]2[N:15]=[C:14]([O:16][CH2:17][C:18]([OH:20])=[O:19])[CH:13]=[CH:12][N:11]=2)=[C:6]([CH2:25][CH2:26][CH3:27])[C:5]=1[OH:28])(=[O:3])[CH3:2] |f:1.2|. Procedure details: In 2 ml of 90% methanol was dissolved 0.06 g of ethyl [[2-[(4-acetyl-3-hydroxy-2-propylbenzyl)thio]-pyrimidin-4-yl]oxy]acetate obtained in Example 15 with heating at 60° C. Further 1 ml of a 1N aqueous sodium hydroxide solution was added to the solution followed by stirring at 60° C. for 15 minutes. An aqueous sodium hydroxide solution and ethyl acetate were added to the reaction mixture to fractionate. The aqueous phase was made acidic with 2N hydrochloric acid and extracted with ethyl acetate.... Starting materials: COC(=O)c1ccccc1S(=O)(=O)N=C=O, ClCCCl, Nc1nc(F)cc(OC(F)(F)F)n1. The product is COC(=O)c1ccccc1S(=O)(=O)NC(=O)Nc1nc(F)cc(OC(F)(F)F)n1. Reaction SMILES: [CH3:1][O:2][C:3](=[O:4])[c:5]1[c:6]([S:11](=[O:12])(=[O:13])[N:14]=[C:15]=[O:16])[cH:7][cH:8][cH:9][cH:10]1.[Cl:30][CH2:31][CH2:32][Cl:33].[NH2:17][c:18]1[n:19][c:20]([O:25][C:26]([F:27])([F:28])[F:29])[cH:21][c:22]([F:24])[n:23]1>>[CH3:1][O:2][C:3](=[O:4])[c:5]1[c:6]([S:11](=[O:12])(=[O:13])[NH:14][C:15](=[O:16])[NH:17][c:18]2[n:19][c:20]([O:25][C:26]([F:27])([F:28])[F:29])[cH:21][c:22]([F:24])[n:23]2)[cH:7][cH:8][cH:9][cH:10]1. Reactants: C1CCOC1, CCOC(=O)c1c[nH]c2c(Cl)ncnc12, [Li+], [OH-], O, O. The product is O=C(O)c1c[nH]c2c(Cl)ncnc12. RXN SMILES: [CH2:19]1[O:20][CH2:21][CH2:22][CH2:23]1.[CH2:1]([CH3:2])[O:3][C:4](=[O:5])[c:6]1[cH:7][nH:8][c:9]2[c:10]1[n:11][cH:12][n:13][c:14]2[Cl:15].[Li+:17].[OH-:16].[OH2:18].[OH2:24]>>[O:3]=[C:4]([OH:5])[c:6]1[cH:7][nH:8][c:9]2[c:10]1[n:11][cH:12][n:13][c:14]2[Cl:15]. The reactants are [Al+3], CCC(=O)N1CCC(=O)c2cc(OC)ccc21, [Cl-], [Cl-], [Cl-], Cl, c1ccccc1. The product is CCC(=O)N1CCC(=O)c2cc(O)ccc21. RXN SMILES: [Al+3:19].[CH3:1][O:2][c:3]1[cH:4][c:5]2[c:10]([cH:11][cH:12]1)[N:9]([C:13]([CH2:14][CH3:15])=[O:16])[CH2:8][CH2:7][C:6]2=[O:17].[Cl-:18].[Cl-:20].[Cl-:21].[ClH:22].[cH:23]1[cH:24][cH:25][cH:26][cH:27][cH:28]1>>[OH:2][c:3]1[cH:4][c:5]2[c:10]([cH:11][cH:12]1)[N:9]([C:13]([CH2:14][CH3:15])=[O:16])[CH2:8][CH2:7][C:6]2=[O:17]. The reactants are CC(C)(C)OC(=O)c1ccc(NC2CCNCC2)cc1, CC(C)CCO, COc1cc2nc(Cl)nc(N)c2cc1OC. The product is COc1cc2nc(N3CCC(Nc4ccc(C(=O)OC(C)(C)C)cc4)CC3)nc(N)c2cc1OC. As a reaction SMILES: [C:1]([CH3:2])([CH3:3])([CH3:4])[O:5][C:6]([c:7]1[cH:8][cH:9][c:10]([NH:13][CH:14]2[CH2:15][CH2:16][NH:17][CH2:18][CH2:19]2)[cH:11][cH:12]1)=[O:20].[CH2:37]([OH:38])[CH2:39][CH:40]([CH3:41])[CH3:42].[NH2:21][c:22]1[n:23][c:24]([Cl:36])[n:25][c:26]2[cH:27][c:28]([O:34][CH3:35])[c:29]([O:32][CH3:33])[cH:30][c:31]12>>[C:1]([CH3:2])([CH3:3])([CH3:4])[O:5][C:6]([c:7]1[cH:8][cH:9][c:10]([NH:13][CH:14]2[CH2:15][CH2:16][N:17]([c:24]3[n:23][c:22]([NH2:21])[c:31]4[c:26]([n:25]3)[cH:27][c:28]([O:34][CH3:35])[c:29]([O:32][CH3:33])[cH:30]4)[CH2:18][CH2:19]2)[cH:11][cH:12]1)=[O:20].